From a dataset of the Open Reaction Database (ORD), a public repository of structured organic reaction records. describe an organic reaction: reactants, conditions, products, and yield Starting materials: CCOC(=O)CBr, O=C([O-])[O-], COc1ccc(C2(C#N)CCc3nc[nH]c(=O)c3C2)c2c1oc1ccccc12, [Cs+], [Cs+], CN(C)C=O, O. Yields the product CCOC(=O)Cn1cnc2c(c1=O)CC(C#N)(c1ccc(OC)c3oc4ccccc4c13)CC2. RXN SMILES: [Br:29][CH2:30][C:31](=[O:32])[O:33][CH2:34][CH3:35].[C:36](=[O:37])([O-:38])[O-:39].[CH3:1][O:2][c:3]1[cH:4][cH:5][c:6]([C:16]2([C:27]#[N:28])[CH2:17][c:18]3[c:19](=[O:26])[nH:20][cH:21][n:22][c:23]3[CH2:24][CH2:25]2)[c:7]2[c:8]1[o:9][c:10]1[c:11]2[cH:12][cH:13][cH:14][cH:15]1.[Cs+:40].[Cs+:41].[O:42]=[CH:43][N:44]([CH3:45])[CH3:46].[OH2:47]>>[CH3:1][O:2][c:3]1[cH:4][cH:5][c:6]([C:16]2([C:27]#[N:28])[CH2:17][c:18]3[c:19](=[O:26])[n:20]([CH2:30][C:31](=[O:32])[O:33][CH2:34][CH3:35])[cH:21][n:22][c:23]3[CH2:24][CH2:25]2)[c:7]2[c:8]1[o:9][c:10]1[c:11]2[cH:12][cH:13][cH:14][cH:15]1. Starting materials: reactant, C(C)(=O)O.C(C)(=O)O.CC=1C(=C(C(=C(O)C1)C)C)O (trimethylhydroquinone diacetate), mixture, C(C)(=O)OC1=C(C(=C(C(=C1)C)O)C)C (4-acetoxy-2,3,6-trimethylphenol), C(C)(=O)OC1=C(C(=C(C=C1C)O)C)C (4-acetoxy-2,3,5-trimethylphenol), CC1=CC(=O)CC(C1=O)(C)C (4-oxoisophorone), S(O)(O)(=O)=O (sulfuric acid). Solvent: CCCCCC (hexane), C(C)(=O)O (acetic acid), O (water). Run at temperature 100 celsius, time 2 hour. Product: CC=1C(=C(C(=C(O)C1)C)C)O (trimethylhydroquinone). The yield is 90.0%. Reaction SMILES: C(O)(=O)C.C(O)(=O)C.[CH3:9][C:10]1[C:11]([OH:19])=[C:12]([CH3:18])[C:13]([CH3:17])=[C:14]([CH:16]=1)[OH:15].C(OC1C=C(C)C(O)=C(C)C=1C)(=O)C.C(OC1C(C)=CC(O)=C(C)C=1C)(=O)C.CC1C(=O)C(C)(C)CC(=O)C=1.S(=O)(=O)(O)O>CCCCCC.C(O)(=O)C.O>[CH3:9][C:10]1[C:11]([OH:19])=[C:12]([CH3:18])[C:13]([CH3:17])=[C:14]([CH:16]=1)[OH:15] |f:0.1.2|. Procedure details: To a 500 ml flask was fed 10.0 g of reactant mixture containing 8.64% of trimethylhydroquinone diacetate, 6.24% of a mixture of 4-acetoxy-2,3,6-trimethylphenol and 4-acetoxy-2,3,5-trimethylphenol, and 75.7% of 4-oxoisophorone, and the flask was displaced with nitrogen. Then, 50.0 g of water, 1.0 g of 97% sulfuric acid and 11.3 g of acetic acid were added to the above reactants and they were stirred at 100° C. for 2 hours under atmospheric pressure. The reaction mixture was cooled to a room tempe... The solvent is O (Water). The product is FC1=CC=C(C=C1)[C@@H]1CC[C@@H]2[C@@H](OC(C(N21)=O)=O)C ((1S,6S,8aR)-6-(4-fluorophenyl)-1-methyltetrahyropyrrolo[2,1-c][1,4]oxazine-3,4-dione). The reactants are C(C(=O)Cl)(=O)Cl (oxalyl chloride), ClCCl (dichloromethane), FC1=CC=C(C=C1)[C@@H]1CC[C@@H](N1)[C@H](C)O ((S)-1-[(2R,5S)-5-(4-fluorophenyl)pyrrolidine-2-yl]ethanol), N1=CC=CC=C1 (pyridine). Reported procedure: Under ice-cooling, oxalyl chloride (392 μL) was added dropwise into a dichloromethane (4 mL) solution containing (S)-1-[(2R,5S)-5-(4-fluorophenyl)pyrrolidine-2-yl]ethanol (479 mg) and pyridine (1 mL). Stirring was continued for 1 hour at the same temperature and for 1 hour at room temperature. Water was added, and the organic layer was partitioned, and the resultant was dried over anhydrous magnesium sulfate. The solvent was removed under a vacuum, and the residue was purified by silica gel colu... As a reaction SMILES: [C:1](Cl)(=[O:5])[C:2](Cl)=[O:3].ClCCl.[F:10][C:11]1[CH:16]=[CH:15][C:14]([C@H:17]2[NH:21][C@@H:20]([C@@H:22]([OH:24])[CH3:23])[CH2:19][CH2:18]2)=[CH:13][CH:12]=1.N1C=CC=CC=1>O>[F:10][C:11]1[CH:16]=[CH:15][C:14]([C@H:17]2[N:21]3[C@@H:20]([C@H:22]([CH3:23])[O:24][C:1](=[O:5])[C:2]3=[O:3])[CH2:19][CH2:18]2)=[CH:13][CH:12]=1. Reaction conditions: time 1 hour. Reactants: C(C)(C)(C)NN (tert.-butylhydrazine), S(=O)(=O)([O-])[O-].[Na+].[Na+] (sodium sulfate), C1CCC(=O)C(C1)Cl (alpha-chlorocyclohexanone). Run in C(Cl)Cl (methylene chloride). Reaction conditions: time 1 hour. Yields the product C(C)(C)(C)N=NC1=CCCCC1 (1(-tert.-butylazo)cyclohexene). The yield is 97.0%. Reaction SMILES: [C:1]([NH:5][NH2:6])([CH3:4])([CH3:3])[CH3:2].S([O-])([O-])(=O)=O.[Na+].[Na+].[CH2:14]1[CH2:20][CH:19](Cl)[C:17](=O)[CH2:16][CH2:15]1>C(Cl)Cl>[C:1]([N:5]=[N:6][C:14]1[CH2:20][CH2:19][CH2:17][CH2:16][CH:15]=1)([CH3:4])([CH3:3])[CH3:2] |f:1.2.3|. Reported procedure: To a solution of 11 g. (.125 m.) tert.-butylhydrazine in 80 ml. of methylene chloride containing 2 g. anhydrous sodium sulfate, was added 6.8 g. (0.052 m.) alpha-chlorocyclohexanone. The addition was carried out dropwise and the reaction temperature was maintained at 20° C. ±5° by an ice bath. The solution immediately turned yellow, but the reaction was stirred for an additional 1 hour after the addition was complete before filtering it. The filtered methylene chloride solution was washed with 1... Reactants: [OH-].[Na+] (sodium hydroxide), [BH4-].[Na+] (sodium borohydride), C1(CC1)NC(=O)C1=NC=CC(=C1)C(=O)OCC (Ethyl 2-(cyclopropylcarbamoyl)pyridine-4-carboxylate), [Cl-].[Ca+2].[Cl-] (calcium chloride). The solvent is CC(=O)C (acetone), O (water), C(C)(C)O (isopropanol), CO (methanol). Run at time 8 hour. Yields the product C1(CC1)NC(=O)C1=NC=CC(=C1)CO (N-Cyclopropyl-4-(hydroxymethyl)pyridine-2-carboxamide). Reaction SMILES: [CH:1]1([NH:4][C:5]([C:7]2[CH:12]=[C:11]([C:13](OCC)=[O:14])[CH:10]=[CH:9][N:8]=2)=[O:6])[CH2:3][CH2:2]1.[Cl-].[Ca+2].[Cl-].[OH-].[Na+].[BH4-].[Na+]>C(O)(C)C.CO.CC(C)=O.O>[CH:1]1([NH:4][C:5]([C:7]2[CH:12]=[C:11]([CH2:13][OH:14])[CH:10]=[CH:9][N:8]=2)=[O:6])[CH2:3][CH2:2]1 |f:1.2.3,4.5,6.7|. Procedure: 5.45 g (23.27 mmol) of ethyl 2-(cyclopropylcarbamoyl)pyridine-4-carboxylate (Example 51A) and 1.55 g (13.96 mmol) of calcium chloride were dissolved in 56.6 ml of isopropanol and 5.7 ml of methanol. At RT, a solution of 4.6 ml of water, 0.1 g (1.16 mmol) of 45% strength sodium hydroxide solution and 1.06 g (27.92 mmol) of sodium borohydride were slowly added dropwise, and the reaction mixture was stirred at RT overnight. 10 ml of acetone were added, and the reaction mixture was stirred at RT for...